Dataset: the Open Reaction Database (ORD), a public repository of structured organic reaction records. Task: describe an organic reaction: reactants, conditions, products, and yield Reactants: BrC1=C(C=CC=C1)B(O)O (2-bromophenyl boronic acid), NC=1C=CC(=C(C(=O)OC)C1)Br (methyl 5-amino-2-bromobenzoate), C([O-])([O-])=O.[K+].[K+] (potassium carbonate), C1(=CC=CC=C1)C.C(C)O (toluene ethanol). Reagents/catalysts: C=1C=CC(=CC1)[P](C=2C=CC=CC2)(C=3C=CC=CC3)[Pd]([P](C=4C=CC=CC4)(C=5C=CC=CC5)C=6C=CC=CC6)([P](C=7C=CC=CC7)(C=8C=CC=CC8)C=9C=CC=CC9)[P](C=1C=CC=CC1)(C=1C=CC=CC1)C=1C=CC=CC1 (tetrakis(triphenylphosphine)palladium). The solvent is C(C)OCC (diethyl ether), O (water). Conditions: temperature 90 celsius. Yields the product NC=1C=C(C(=CC1)C1=C(C=CC=C1)Br)C(=O)OC (Methyl 4-amino-2′-bromo-2-biphenylcarboxylate). As a reaction SMILES: [Br:1][C:2]1[CH:7]=[CH:6][CH:5]=[CH:4][C:3]=1B(O)O.[NH2:11][C:12]1[CH:13]=[CH:14][C:15](Br)=[C:16]([CH:21]=1)[C:17]([O:19][CH3:20])=[O:18].C(=O)([O-])[O-].[K+].[K+].C1(C)C=CC=CC=1.C(O)C>C(OCC)C.O.C1C=CC([P]([Pd]([P](C2C=CC=CC=2)(C2C=CC=CC=2)C2C=CC=CC=2)([P](C2C=CC=CC=2)(C2C=CC=CC=2)C2C=CC=CC=2)[P](C2C=CC=CC=2)(C2C=CC=CC=2)C2C=CC=CC=2)(C2C=CC=CC=2)C2C=CC=CC=2)=CC=1>[NH2:11][C:12]1[CH:21]=[C:16]([C:17]([O:19][CH3:20])=[O:18])[C:15]([C:3]2[CH:4]=[CH:5][CH:6]=[CH:7][C:2]=2[Br:1])=[CH:14][CH:13]=1 |f:2.3.4,5.6,^1:48,50,69,88|. Procedure details: A mixture of 2-bromophenyl boronic acid (600 mg, 3.0 mmol), methyl 5-amino-2-bromobenzoate (1.5 g, 6.5 mmol), potassium carbonate (2.07 g, 15 mmol) and tetrakis(triphenylphosphine)palladium (0) (345 mg, 5 mol %) in 1:1 toluene/ethanol (20 ml) was stirred and heated at 90° C. under nitrogen for 12 hours. After cooling the mixture was diluted with diethyl ether and water and the organic phase dried (MgSO4) and evaporated to dryness. The residue was chromatographed with dichloromethane/iso-hexane (...